Dataset: the Open Reaction Database (ORD), a public repository of structured organic reaction records. Task: describe an organic reaction: reactants, conditions, products, and yield The reactants are CCN(C(C)C)C(C)C, ClCCl, COC(=O)c1ccc2c(c1)CC(C)(C)C(c1ccc(N)cc1)N2, O=C(Cl)Cc1ccccc1. The product is COC(=O)c1ccc2c(c1)CC(C)(C)C(c1ccc(NC(=O)Cc3ccccc3)cc1)N2. RXN SMILES: [CH:24]([N:25]([CH2:26][CH3:27])[CH:28]([CH3:29])[CH3:30])([CH3:31])[CH3:32].[Cl:43][CH2:44][Cl:45].[NH2:1][c:2]1[cH:3][cH:4][c:5]([CH:8]2[NH:9][c:10]3[cH:11][cH:12][c:13]([C:20](=[O:21])[O:22][CH3:23])[cH:14][c:15]3[CH2:16][C:17]2([CH3:18])[CH3:19])[cH:6][cH:7]1.[c:33]1([CH2:39][C:40](=[O:41])[Cl:42])[cH:34][cH:35][cH:36][cH:37][cH:38]1>>[NH:1]([c:2]1[cH:3][cH:4][c:5]([CH:8]2[NH:9][c:10]3[cH:11][cH:12][c:13]([C:20](=[O:21])[O:22][CH3:23])[cH:14][c:15]3[CH2:16][C:17]2([CH3:18])[CH3:19])[cH:6][cH:7]1)[C:40]([CH2:39][c:33]1[cH:34][cH:35][cH:36][cH:37][cH:38]1)=[O:41]. Procedure: To a 0° C. stirred solution of methyl oxindole-5-carboxylate (421 mg, 2.2 mmol) and 4-bromo-5,5-dimethylfuran-2(5H)-one (382 mg, 2.0 mmol) in THF (10 mL), was added 1M LiHMDS/THF solution (4.4 mL, 4.4 mmol) under nitrogen. The mixture was stirred at 0° C. for 80 min, quenched with 2.5M H2SO4 (3 mL), and poured into 100 mL of water. The precipitates were filtered, washed with water, and dried in vacuo to give methyl (3E)-3-(4-bromo-5,5-dimethylfuran-2(5H)-ylidene)-2-oxoindoline-5-carboxylate as y... Product: BrC1=C/C(/OC1(C)C)=C/1\C(NC2=CC=C(C=C12)C(=O)OC)=O (methyl (3E)-3-(4-bromo-5,5-dimethylfuran-2(5H)-ylidene)-2-oxoindoline-5-carboxylate). Solvent: C1CCOC1 (THF). Reaction SMILES: [NH:1]1[C:9]2[C:4](=[CH:5][C:6]([C:10]([O:12][CH3:13])=[O:11])=[CH:7][CH:8]=2)[CH2:3][C:2]1=[O:14].[Br:15][C:16]1[C:20]([CH3:22])([CH3:21])[O:19][C:18](=O)[CH:17]=1.[Li+].C[Si]([N-][Si](C)(C)C)(C)C.C1COCC1>C1COCC1>[Br:15][C:16]1[C:20]([CH3:22])([CH3:21])[O:19]/[C:18](=[C:3]2/[C:2](=[O:14])[NH:1][C:9]3[C:4]/2=[CH:5][C:6]([C:10]([O:12][CH3:13])=[O:11])=[CH:7][CH:8]=3)/[CH:17]=1 |f:2.3.4|. Reaction conditions: temperature 0 celsius, time 80 minute. Reactants: N1C(CC2=CC(=CC=C12)C(=O)OC)=O (methyl oxindole-5-carboxylate), BrC1=CC(OC1(C)C)=O (4-bromo-5,5-dimethylfuran-2(5H)-one), [Li+].C[Si](C)(C)[N-][Si](C)(C)C.C1CCOC1 (LiHMDS THF). Reactants: BrCCBr, O=C([O-])[O-], CC#N, Oc1ccc(F)c(F)c1, [K+], [K+]. The product is Fc1ccc(OCCBr)cc1F. Reaction SMILES: [Br:16][CH2:17][CH2:18][Br:19].[C:10](=[O:11])([O-:12])[O-:13].[CH3:20][C:21]#[N:22].[F:1][c:2]1[cH:3][c:4]([OH:9])[cH:5][cH:6][c:7]1[F:8].[K+:14].[K+:15]>>[F:1][c:2]1[cH:3][c:4]([O:9][CH2:18][CH2:17][Br:16])[cH:5][cH:6][c:7]1[F:8].